Dataset: the Open Reaction Database (ORD), a public repository of structured organic reaction records. Task: describe an organic reaction: reactants, conditions, products, and yield The reactants are CC(C)[Si](Cl)(C(C)C)C(C)C, [H-], [Na+], CN(C)C=O, COC(=O)c1ccc2[nH]ccc2c1. The product is COC(=O)c1ccc2c(ccn2[Si](C(C)C)(C(C)C)C(C)C)c1. RXN SMILES: [CH:16]([CH3:17])([CH3:18])[Si:19]([Cl:20])([CH:21]([CH3:22])[CH3:23])[CH:24]([CH3:25])[CH3:26].[H-:15].[Na+:14].[O:27]=[CH:28][N:29]([CH3:30])[CH3:31].[nH:1]1[cH:2][cH:3][c:4]2[cH:5][c:6]([C:10](=[O:11])[O:12][CH3:13])[cH:7][cH:8][c:9]12>>[n:1]1([Si:19]([CH:16]([CH3:17])[CH3:18])([CH:21]([CH3:22])[CH3:23])[CH:24]([CH3:25])[CH3:26])[cH:2][cH:3][c:4]2[cH:5][c:6]([C:10](=[O:11])[O:12][CH3:13])[cH:7][cH:8][c:9]12. The reactants are FC1=CC(=C(C=C1)[N+](=O)[O-])C (4-fluoro-2-methylnitrobenzene), N1N=CN=C1 (1,2,4-triazole), C(N)([O-])=O.[K+] (potassium carbamate), O (water). The solvent is CS(=O)C (dimethylsulphoxide). Yields the product CC=1C=C(C=CC1[N+](=O)[O-])N1N=CN=C1 (1-(3-Methyl-4-nitrophenyl)-1,2,4-triazole). As a reaction SMILES: F[C:2]1[CH:7]=[CH:6][C:5]([N+:8]([O-:10])=[O:9])=[C:4]([CH3:11])[CH:3]=1.[NH:12]1[CH:16]=[N:15][CH:14]=[N:13]1.C(=O)([O-])N.[K+].O>CS(C)=O>[CH3:11][C:4]1[CH:3]=[C:2]([N:12]2[CH:16]=[N:15][CH:14]=[N:13]2)[CH:7]=[CH:6][C:5]=1[N+:8]([O-:10])=[O:9] |f:2.3|. Procedure details: A mixture of 4-fluoro-2-methylnitrobenzene (2 g), 1,2,4-triazole (0.9 g) and anhydrous potassium carbamate (1.78 g) was stirred and heated in dimethylsulphoxide (50 ml) at 90° C. for 24 hours. The reaction mixture was cooled, poured into water (200 ml) and extracted with ethyl acetate. The ethyl acetate layer was separated, dried (MgSO4) and evaporated to give an orange solid which was purified by chromatography on silica using pentane/ethyl acetate as eluant, (1.8 g, 69%). Starting materials: yellow solid, C1(CC1)COC1=NC=CC=C1C1=NC2=C(N1CC1=CC=C(C=C1)CCC(=O)O)C=C(C(=C2)F)F (3-{4-[2-(2-Cyclopropylmethoxy-pyridin-3-yl)-5,6-difluoro-benzoimidazol-1-ylmethyl]-phenyl}-propionic acid), C(#N)C1=C(C=C(OCC2=C(C(=O)Cl)C=CC=C2)C=C1)F (2-(4-cyano-3-fluoro-phenoxymethyl)-benzoyl chloride), FC=1C=C(C(=CC1F)N)N (4,5-difluoro-benzene-1,2-diamine). The product is FC1=CC2=C(NC(=N2)C2=C(COC3=CC(=C(C#N)C=C3)F)C=CC=C2)C=C1F (4-[2-(5,6-difluoro-1H-benzoimidazol-2-yl)-benzyloxy]-2-fluoro-benzonitrile). RXN SMILES: C1(COC2C(C3[N:16]([CH2:17][C:18]4[CH:23]=[CH:22][C:21](CCC(O)=O)=[CH:20][CH:19]=4)[C:15]4[CH:29]=[C:30]([F:34])[C:31]([F:33])=[CH:32][C:14]=4[N:13]=3)=CC=CN=2)CC1.[C:35]([C:37]1[CH:53]=[CH:52][C:40]([O:41][CH2:42]C2C=CC=CC=2C(Cl)=O)=[CH:39][C:38]=1[F:54])#[N:36].FC1C=C(N)C(N)=CC=1F>>[F:33][C:31]1[C:30]([F:34])=[CH:29][C:15]2[NH:16][C:17]([C:18]3[CH:19]=[CH:20][CH:21]=[CH:22][C:23]=3[CH2:42][O:41][C:40]3[CH:52]=[CH:53][C:37]([C:35]#[N:36])=[C:38]([F:54])[CH:39]=3)=[N:13][C:14]=2[CH:32]=1. Procedure details: The title compound was prepared in analogy to Example 40, intermediate b, from 2-(4-cyano-3-fluoro-phenoxymethyl)-benzoyl chloride and 4,5-difluoro-benzene-1,2-diamine (CAS Reg. No. 76179-40-3). Light yellow solid (15%). MS (Turbo Spray): m/z=380.2 (M+H). Reactants: CN(C)c1ccncc1, COc1cc2nccc(Cl)c2cc1OC, Clc1ccccc1, O=Cc1cc(OC(F)(F)F)ccc1O, O. Product: COc1cc2nccc(Oc3ccc(OC(F)(F)F)cc3C=O)c2cc1OC. Reaction SMILES: [CH3:31][N:32]([CH3:33])[c:34]1[cH:35][cH:36][n:37][cH:38][cH:39]1.[Cl:1][c:2]1[cH:3][cH:4][n:5][c:6]2[cH:7][c:8]([O:14][CH3:15])[c:9]([O:12][CH3:13])[cH:10][c:11]12.[Cl:40][c:41]1[cH:42][cH:43][cH:44][cH:45][cH:46]1.[F:16][C:17]([O:18][c:19]1[cH:20][cH:21][c:22]([OH:27])[c:23]([CH:24]=[O:25])[cH:26]1)([F:28])[F:29].[OH2:30]>>[c:2]1([O:27][c:22]2[cH:21][cH:20][c:19]([O:18][C:17]([F:16])([F:28])[F:29])[cH:26][c:23]2[CH:24]=[O:25])[cH:3][cH:4][n:5][c:6]2[cH:7][c:8]([O:14][CH3:15])[c:9]([O:12][CH3:13])[cH:10][c:11]12. Starting materials: O=C(OCc1ccccc1)ON1C(=O)CCC1=O, Cc1ccccc1, O=Cc1ccccc1, ClCCl, NCC1CCNCC1. Product: NCC1CCN(C(=O)OCc2ccccc2)CC1. RXN SMILES: [CH2:20]([c:21]1[cH:22][cH:23][cH:24][cH:25][cH:26]1)[O:27][C:28](=[O:29])[O:30][N:31]1[C:32](=[O:33])[CH2:34][CH2:35][C:36]1=[O:37].[CH3:38][c:39]1[cH:40][cH:41][cH:42][cH:43][cH:44]1.[CH:9]([c:10]1[cH:11][cH:12][cH:13][cH:14][cH:15]1)=[O:16].[Cl:17][CH2:18][Cl:19].[NH2:1][CH2:2][CH:3]1[CH2:4][CH2:5][NH:6][CH2:7][CH2:8]1>>[NH2:1][CH2:2][CH:3]1[CH2:4][CH2:5][N:6]([C:28]([O:27][CH2:20][c:21]2[cH:22][cH:23][cH:24][cH:25][cH:26]2)=[O:29])[CH2:7][CH2:8]1.